Dataset: the Open Reaction Database (ORD), a public repository of structured organic reaction records. Task: describe an organic reaction: reactants, conditions, products, and yield Reaction SMILES: Cl.[CH3:2][O:3][C:4]1[CH:5]=[C:6]([C:12]2[C:13]([CH3:25])([CH3:24])[C:14](=[O:23])[N:15]([CH:17]3[CH2:22][CH2:21][NH:20][CH2:19][CH2:18]3)[N:16]=2)[CH:7]=[CH:8][C:9]=1[O:10][CH3:11].[Cl:26][C:27]1[CH:28]=[C:29]([S:34](Cl)(=[O:36])=[O:35])[CH:30]=[C:31]([Cl:33])[CH:32]=1>>[Cl:33][C:31]1[CH:30]=[C:29]([S:34]([N:20]2[CH2:21][CH2:22][CH:17]([N:15]3[C:14](=[O:23])[C:13]([CH3:25])([CH3:24])[C:12]([C:6]4[CH:7]=[CH:8][C:9]([O:10][CH3:11])=[C:4]([O:3][CH3:2])[CH:5]=4)=[N:16]3)[CH2:18][CH2:19]2)(=[O:35])=[O:36])[CH:28]=[C:27]([Cl:26])[CH:32]=1 |f:0.1|. The reactants are Cl.COC=1C=C(C=CC1OC)C=1C(C(N(N1)C1CCNCC1)=O)(C)C (5-(3,4-dimethoxyphenyl)-4,4-dimethyl-2-(piperidin-4-yl)-2,4-dihydro-3H-pyrazol-3-one hydrochloride), Cl.COC=1C=C(C=CC1OC)C=1C(C(N(N1)C1CCNCC1)=O)(C)C (5-(3,4-dimethoxyphenyl)-4,4-dimethyl-2-(piperidin-4-yl)-2,4-dihydro-3H-pyrazol-3-one hydrochloride), ClC=1C=C(C=C(C1)Cl)S(=O)(=O)Cl (3,5-dichlorobenzenesulfonyl chloride). Procedure details: The title compound is prepared analogously as described for GP1 using 5-(3,4-dimethoxyphenyl)-4,4-dimethyl-2-(piperidin-4-yl)-2,4-dihydro-3H-pyrazol-3-one (compound B1) and 3,5-dichlorobenzenesulfonyl chloride as starting compounds. The crude product is purified by crystallization from EA and diethyl ether to yield the title compound. Product: ClC=1C=C(C=C(C1)Cl)S(=O)(=O)N1CCC(CC1)N1N=C(C(C1=O)(C)C)C1=CC(=C(C=C1)OC)OC (2-{1-[(3,5-Dichlorophenyl)sulfonyl]piperidin-4-yl}-5-(3,4-dimethoxyphenyl)-4,4-dimethyl-2,4-dihydro-3H-pyrazol-3-one). Solvent: O1CCCC1 (tetrahydrofuran). Conditions: time 2 hour. The product is CC1=C(N=C(O1)C1=CC=CC=C1)COC1=CC=C(CN2N=CC(=C2)CCC(=O)O)C=C1 (3-[1-[4-(5-methyl-2-phenyl-4-oxazolylmethoxy)benzyl]-1H-pyrazol-4-yl]propionic acid). Reactants: Cl (hydrochloric acid), CC1=C(N=C(O1)C1=CC=CC=C1)COC1=CC=C(CN2N=CC(=C2)CCC(=O)OCC)C=C1 (ethyl 3-[1-[4-(5-methyl-2-phenyl-4-oxazolylmethoxy)benzyl]-1H-pyrazol-4-yl]propionate), [OH-].[Na+] (sodium hydroxide), C(C)O (ethanol). Reaction SMILES: [CH3:1][C:2]1[O:6][C:5]([C:7]2[CH:12]=[CH:11][CH:10]=[CH:9][CH:8]=2)=[N:4][C:3]=1[CH2:13][O:14][C:15]1[CH:33]=[CH:32][C:18]([CH2:19][N:20]2[CH:24]=[C:23]([CH2:25][CH2:26][C:27]([O:29]CC)=[O:28])[CH:22]=[N:21]2)=[CH:17][CH:16]=1.[OH-].[Na+].C(O)C.Cl>O1CCCC1>[CH3:1][C:2]1[O:6][C:5]([C:7]2[CH:12]=[CH:11][CH:10]=[CH:9][CH:8]=2)=[N:4][C:3]=1[CH2:13][O:14][C:15]1[CH:33]=[CH:32][C:18]([CH2:19][N:20]2[CH:24]=[C:23]([CH2:25][CH2:26][C:27]([OH:29])=[O:28])[CH:22]=[N:21]2)=[CH:17][CH:16]=1 |f:1.2|. Reported procedure: A mixture of ethyl 3-[1-[4-(5-methyl-2-phenyl-4-oxazolylmethoxy)benzyl]-1H-pyrazol-4-yl]propionate (1.34 g), 1 N aqueous sodium hydroxide solution (6 ml), ethanol (12 ml), and tetrahydrofuran (12 ml) was stirred at room temperature for two hours. After 1 N hydrochloric acid (6 ml) was added to the reaction mixture, the reaction mixture was extracted with ethyl acetate. The ethyl acetate layer was washed with saturated aqueous sodium chloride solution, dried (MgSO4), and concentrated. The obtaine... The yield is 96.4%. Reactants: BrCc1ccc2ccccc2c1, O=C([O-])[O-], CCCCO, ClCCl, Fc1ccc(NC(c2ccc(F)cc2)C2CCNCC2)cc1, [I-], [K+], [K+], [Na+]. Product: Fc1ccc(NC(c2ccc(F)cc2)C2CCN(Cc3ccc4ccccc4c3)CC2)cc1. As a reaction SMILES: [Br:23][CH2:24][c:25]1[cH:26][c:27]2[cH:28][cH:29][cH:30][cH:31][c:32]2[cH:33][cH:34]1.[C:35](=[O:36])([O-:37])[O-:38].[CH2:43]([OH:44])[CH2:45][CH2:46][CH3:47].[CH2:48]([Cl:49])[Cl:50].[F:1][c:2]1[cH:3][cH:4][c:5]([NH:8][CH:9]([CH:10]2[CH2:11][CH2:12][NH:13][CH2:14][CH2:15]2)[c:16]2[cH:17][cH:18][c:19]([F:22])[cH:20][cH:21]2)[cH:6][cH:7]1.[I-:42].[K+:39].[K+:40].[Na+:41]>>[F:1][c:2]1[cH:3][cH:4][c:5]([NH:8][CH:9]([CH:10]2[CH2:11][CH2:12][N:13]([CH2:24][c:25]3[cH:26][c:27]4[cH:28][cH:29][cH:30][cH:31][c:32]4[cH:33][cH:34]3)[CH2:14][CH2:15]2)[c:16]2[cH:17][cH:18][c:19]([F:22])[cH:20][cH:21]2)[cH:6][cH:7]1. The reactants are ClCCCl, COC(=O)C(C)(N)CCSC, CN1CCOCC1, ClCCl, O=C(O)c1cccc(C=C(Cn2ccnc2)c2ccc(F)cc2)c1, On1nnc2ccccc21. The product is COC(=O)C(C)(CCSC)NC(=O)c1cccc(C=C(Cn2ccnc2)c2ccc(F)cc2)c1. As a reaction SMILES: [CH2:25]([Cl:26])[CH2:27][Cl:28].[CH3:39][O:40][C:41]([C:42]([NH2:43])([CH2:44][CH2:45][S:46][CH3:47])[CH3:48])=[O:49].[CH3:50][N:51]1[CH2:52][CH2:53][O:54][CH2:55][CH2:56]1.[Cl:57][CH2:58][Cl:59].[F:1][c:2]1[cH:3][cH:4][c:5]([C:8](=[CH:9][c:10]2[cH:11][c:12]([C:13](=[O:14])[OH:15])[cH:16][cH:17][cH:18]2)[CH2:19][n:20]2[cH:21][n:22][cH:23][cH:24]2)[cH:6][cH:7]1.[OH:29][n:30]1[c:31]2[c:32]([cH:33][cH:34][cH:35][cH:36]2)[n:37][n:38]1>>[F:1][c:2]1[cH:3][cH:4][c:5]([C:8](=[CH:9][c:10]2[cH:11][c:12]([C:13](=[O:14])[NH:43][C:42]([C:41]([O:40][CH3:39])=[O:49])([CH2:44][CH2:45][S:46][CH3:47])[CH3:48])[cH:16][cH:17][cH:18]2)[CH2:19][n:20]2[cH:21][n:22][cH:23][cH:24]2)[cH:6][cH:7]1. Starting materials: CC(C)C=1C=C2C(NC=NC2=CC1)=O (6-(1-methylethyl)quinazolin-4(3H)-one), COC(\C=C/Cl)=O ((Z)-3-chloro-2-propenoic acid methyl ester), C([O-])([O-])=O.[K+].[K+] (potassium carbonate). Run in CC(=O)C (acetone). Yields the product COC(\C=C\N1C=NC2=CC=C(C=C2C1=O)C(C)C)=O ((E)-3-[6-(1-methylethyl)-4-oxo-4H-quinazolin-3-yl]-2-propenoic acid methyl ester). Isolated yield 82.0%. RXN SMILES: [CH3:1][CH:2]([C:4]1[CH:5]=[C:6]2[C:11](=[CH:12][CH:13]=1)[N:10]=[CH:9][NH:8][C:7]2=[O:14])[CH3:3].[CH3:15][O:16][C:17](=[O:21])/[CH:18]=[CH:19]\Cl.C(=O)([O-])[O-].[K+].[K+]>CC(C)=O>[CH3:15][O:16][C:17](=[O:21])/[CH:18]=[CH:19]/[N:8]1[C:7](=[O:14])[C:6]2[C:11](=[CH:12][CH:13]=[C:4]([CH:2]([CH3:1])[CH3:3])[CH:5]=2)[N:10]=[CH:9]1 |f:2.3.4|. Procedure details: A mixture of 30.1 g. (0.16 mol) of 6-(1-methylethyl)quinazolin-4(3H)-one, 21.2 g. (0.18 mol) of (Z)-3-chloro-2-propenoic acid methyl ester and 33.2 g. (0.24 mol) of anhydrous potassium carbonate in 375 ml. of anhydrous acetone was stirred at reflux for 22 hr. The solvent was removed in vacuo, water was added to the solid residue and the solid was removed by filtration. Recrystallization from methanol gave 35.5 g, m.p. 142°-145°, (82% yield) of (E)-3-[6-(1-methylethyl)-4-oxo-4H-quinazolin-3-yl]-2... Reactants: C(C)(C)(C)OC(C1=C(C(=CC=C1)CC(B1OC2(C3C(C(CC2O1)C3)(C)C)C)N(C)C(CC3CCC(CC3)CN(C)C)=O)OC)=O (3-[2-{[2-(4-Dimethylaminomethyl-cyclohexyl)-acetyl]-methyl-amino}-2-(2,9,9-trimethyl-3,5-dioxa-4-bora-tricyclo[6.1.1.02,6]dec-4-yl)-ethyl]-2-methoxy-benzoic acid tert-butyl ester), B(Cl)(Cl)Cl (BCl3). The product is CN(C)C[C@@H]1CC[C@H](CC1)CC(=O)N(C)[C@@H]1B(OC2=C(C1)C=CC=C2C(=O)O)O ((R)-3-(2-(trans-4-((dimethylamino)methyl)cyclohexyl)-N-methylacetamido)-2-hydroxy-3,4-dihydro-2H-benzo[e][1,2]oxaborinine-8-carboxylic acid). Reaction SMILES: C([O:5][C:6](=[O:45])[C:7]1[CH:12]=[CH:11][CH:10]=[C:9]([CH2:13][CH:14]([N:28]([C:30](=[O:42])[CH2:31][CH:32]2[CH2:37][CH2:36][CH:35]([CH2:38][N:39]([CH3:41])[CH3:40])[CH2:34][CH2:33]2)[CH3:29])[B:15]2[O:23]C3C(C)(C4CC(C3)C4(C)C)[O:16]2)[C:8]=1OC)(C)(C)C.B(Cl)(Cl)Cl>>[CH3:40][N:39]([CH2:38][C@H:35]1[CH2:36][CH2:37][C@H:32]([CH2:31][C:30]([N:28]([C@H:14]2[CH2:13][C:9]3[CH:10]=[CH:11][CH:12]=[C:7]([C:6]([OH:5])=[O:45])[C:8]=3[O:16][B:15]2[OH:23])[CH3:29])=[O:42])[CH2:33][CH2:34]1)[CH3:41]. Procedure details: Prepared from 3-[2-{[2-(4-Dimethylaminomethyl-cyclohexyl)-acetyl]-methyl-amino}-2-(2,9,9-trimethyl-3,5-dioxa-4-bora-tricyclo[6.1.1.02,6]dec-4-yl)-ethyl]-2-methoxy-benzoic acid tert-butyl ester and BCl3 following the procedure described in step 2 of Example 1. The crude product was purified by reverse phase preparative HPLC and dried using lyophilization. ESI-MS m/z 403 (MH)+.